Dataset: the Open Reaction Database (ORD), a public repository of structured organic reaction records. Task: describe an organic reaction: reactants, conditions, products, and yield Starting materials: CS(=O)(=O)c1nc(-c2cccc(C(F)(F)F)c2)cc(C(F)(F)F)n1, Ic1c[nH]cn1. Yields the product FC(F)(F)c1cccc(-c2cc(C(F)(F)F)nc(-n3cnc(I)c3)n2)c1. RXN SMILES: [CH3:1][S:2](=[O:3])(=[O:4])[c:5]1[n:6][c:7](-[c:15]2[cH:16][c:17]([C:21]([F:22])([F:23])[F:24])[cH:18][cH:19][cH:20]2)[cH:8][c:9]([C:11]([F:12])([F:13])[F:14])[n:10]1.[I:25][c:26]1[n:27][cH:28][nH:29][cH:30]1>>[c:5]1(-[n:29]2[cH:28][n:27][c:26]([I:25])[cH:30]2)[n:6][c:7](-[c:15]2[cH:16][c:17]([C:21]([F:22])([F:23])[F:24])[cH:18][cH:19][cH:20]2)[cH:8][c:9]([C:11]([F:12])([F:13])[F:14])[n:10]1. The reactants are ClC1=NC=NC(=C1)OCC#CC (4-chloro-6-(2-butynyloxy)pyrimidine), C(C1=CC=CC=C1)N (benzylamine). Solvent: C(C)O (ethanol). The product is C(C#CC)OC1=CC(=NC=N1)NCC1=CC=CC=C1 (6-(2-butynyloxy)-4-benzylaminopyrimidine). Isolated yield 113.9%. RXN SMILES: Cl[C:2]1[CH:7]=[C:6]([O:8][CH2:9][C:10]#[C:11][CH3:12])[N:5]=[CH:4][N:3]=1.[CH2:13]([NH2:20])[C:14]1[CH:19]=[CH:18][CH:17]=[CH:16][CH:15]=1>C(O)C>[CH2:9]([O:8][C:6]1[N:5]=[CH:4][N:3]=[C:2]([NH:20][CH2:13][C:14]2[CH:19]=[CH:18][CH:17]=[CH:16][CH:15]=2)[CH:7]=1)[C:10]#[C:11][CH3:12]. Reported procedure: In 8 ml of ethanol were added 1 g of 4-chloro-6-(2-butynyloxy)pyrimidine and 1.17 g of benzylamine, followed by heating under reflux for 6 hours. The reaction mixture was then left for cooling to room temperature and concentrated under reduced pressure. A saturated aqueous ammonium chloride solution was poured onto the residue, which was extracted three times with ethyl acetate. The organic layers were combined and washed with a saturated aqueous sodium chloride solution, and the combined organi... The reactants are CCC1C=C(C)CC(C)CC(OC)C2OC(O)(C(=O)C(=O)N3CCCCC3C(=O)OC(C(C)=CC3CCC(O)C(O)C3)C(C)C(O)CC1=O)C(C)CC2OC, ClCCl, CCN(C(C)C)C(C)C, O=[N+]([O-])c1ccccc1S(=O)(=O)Cl. The product is CCC1C=C(C)CC(C)CC(OC)C2OC(O)(C(=O)C(=O)N3CCCCC3C(=O)OC(C(C)=CC3CCC(O)C(S(=O)(=O)c4ccccc4[N+](=O)[O-])C3)C(C)C(O)CC1=O)C(C)CC2OC. Reaction SMILES: [CH2:1]([CH3:2])[CH:3]1[C:4](=[O:55])[CH2:5][CH:6]([OH:54])[CH:7]([CH3:53])[CH:8]([C:42](=[CH:43][CH:44]2[CH2:45][CH:46]([OH:51])[CH:47]([OH:50])[CH2:48][CH2:49]2)[CH3:52])[O:9][C:10](=[O:41])[CH:11]2[CH2:12][CH2:13][CH2:14][CH2:15][N:16]2[C:17](=[O:40])[C:18](=[O:39])[C:19]2([OH:38])[CH:20]([CH3:37])[CH2:21][CH:22]([O:35][CH3:36])[CH:23]([CH:24]([O:32][CH3:33])[CH2:25][CH:26]([CH3:31])[CH2:27][C:28]([CH3:30])=[CH:29]1)[O:34]2.[CH2:78]([Cl:79])[Cl:80].[CH:56]([N:57]([CH:58]([CH3:59])[CH3:60])[CH2:61][CH3:62])([CH3:63])[CH3:64].[N+:65](=[O:66])([O-:67])[c:68]1[c:69]([S:74](=[O:75])(=[O:76])[Cl:77])[cH:70][cH:71][cH:72][cH:73]1>>[CH2:1]([CH3:2])[CH:3]1[C:4](=[O:55])[CH2:5][CH:6]([OH:54])[CH:7]([CH3:53])[CH:8]([C:42](=[CH:43][CH:44]2[CH2:45][CH:46]([S:74]([c:69]3[c:68]([N+:65](=[O:66])[O-:67])[cH:73][cH:72][cH:71][cH:70]3)(=[O:75])=[O:76])[CH:47]([OH:50])[CH2:48][CH2:49]2)[CH3:52])[O:9][C:10](=[O:41])[CH:11]2[CH2:12][CH2:13][CH2:14][CH2:15][N:16]2[C:17](=[O:40])[C:18](=[O:39])[C:19]2([OH:38])[CH:20]([CH3:37])[CH2:21][CH:22]([O:35][CH3:36])[CH:23]([CH:24]([O:32][CH3:33])[CH2:25][CH:26]([CH3:31])[CH2:27][C:28]([CH3:30])=[CH:29]1)[O:34]2. Starting materials: C1(=CC=CC=C1)CC(=O)N[C@H]1[C@@H]2N(C(=C(CS2)OS(=O)(=O)C(F)(F)F)C(=O)OC(C2=CC=CC=C2)C2=CC=CC=C2)C1=O (benzhydryl 7β-(2-phenylacetamido)-3-trifluoromethanesulfonyloxy-3-cephem-4-carboxylate), C(C)(C)OC(C)C (diisopropyl ether), FC(C(=O)O)(F)F (trifluoroacetic acid). Run in ClCCl (dichloromethane), C1(=CC=CC=C1)OC (anisole). Run at time 1 hour. Product: C1(=CC=CC=C1)CC(=O)N[C@H]1[C@@H]2N(C(=C(CS2)OS(=O)(=O)C(F)(F)F)C(=O)O)C1=O (7β-(2-phenylacetamido)-3-trifluoromethanesulfonyloxy-3-cephem-4-carboxylic acid). Yield: 113.8%. As a reaction SMILES: [C:1]1([CH2:7][C:8]([NH:10][C@@H:11]2[C:42](=[O:43])[N:13]3[C:14]([C:26]([O:28]C(C4C=CC=CC=4)C4C=CC=CC=4)=[O:27])=[C:15]([O:18][S:19]([C:22]([F:25])([F:24])[F:23])(=[O:21])=[O:20])[CH2:16][S:17][C@H:12]23)=[O:9])[CH:6]=[CH:5][CH:4]=[CH:3][CH:2]=1.FC(F)(F)C(O)=O.C(OC(C)C)(C)C>ClCCl.C1(OC)C=CC=CC=1>[C:1]1([CH2:7][C:8]([NH:10][C@@H:11]2[C:42](=[O:43])[N:13]3[C:14]([C:26]([OH:28])=[O:27])=[C:15]([O:18][S:19]([C:22]([F:24])([F:25])[F:23])(=[O:20])=[O:21])[CH2:16][S:17][C@H:12]23)=[O:9])[CH:2]=[CH:3][CH:4]=[CH:5][CH:6]=1. Procedure: To a solution of benzhydryl 7β-(2-phenylacetamido)-3-trifluoromethanesulfonyloxy-3-cephem-4-carboxylate (9.0 g) in a mixture of dichloromethane (27 ml) and anisole (9 ml) was added trifluoroacetic acid (18 ml) under ice-cooling. The mixture was stirred at the same temperature for 1 hour. The reaction mixture was poured into diisopropyl ether (380 ml) The precipitate was collected by filtration and dried to give 7β-(2-phenylacetamido)-3-trifluoromethanesulfonyloxy-3-cephem-4-carboxylic acid (7.55... Reactants: BrCCc1ccccc1, CN(C)C=O, Cc1ccc(C(=O)c2c[nH]c3ccccc3c2=O)cc1C, [H-], [Na+]. Yields the product Cc1ccc(C(=O)c2cn(CCc3ccccc3)c3ccccc3c2=O)cc1C. Reaction SMILES: [CH2:24]([CH2:25][c:26]1[cH:27][cH:28][cH:29][cH:30][cH:31]1)[Br:32].[CH3:33][N:34]([CH3:35])[CH:36]=[O:37].[CH3:3][c:4]1[cH:5][c:6]([C:7](=[O:8])[c:9]2[cH:10][nH:11][c:12]3[cH:13][cH:14][cH:15][cH:16][c:17]3[c:18]2=[O:19])[cH:20][cH:21][c:22]1[CH3:23].[H-:1].[Na+:2]>>[CH3:3][c:4]1[cH:5][c:6]([C:7](=[O:8])[c:9]2[cH:10][n:11]([CH2:24][CH2:25][c:26]3[cH:27][cH:28][cH:29][cH:30][cH:31]3)[c:12]3[cH:13][cH:14][cH:15][cH:16][c:17]3[c:18]2=[O:19])[cH:20][cH:21][c:22]1[CH3:23]. Starting materials: C(C)(=O)O[C@H]1[C@@H](O[C@@H]([C@@H]([C@@H]1OC(C)=O)OC(C)=O)COC(C)=O)N=[N+]=[N-] (2,3,4,6-tetra-O-acetyl-β-D-galactopyranosyl azide), CO (methanol), sugar. Reagents/catalysts: [Pd] (Palladium). The solvent is C1CCOC1 (THF). Conditions: time 12 hour. Product: C(C)(=O)O[C@H]1[C@@H](O[C@@H]([C@@H]([C@@H]1OC(C)=O)OC(C)=O)COC(C)=O)N (2,3,4,6-tetra-O-acetyl-β-D-galactopyranosylamine). Yield: 85.9%. As a reaction SMILES: [C:1]([O:4][C@@H:5]1[C@@H:10]([O:11][C:12](=[O:14])[CH3:13])[C@@H:9]([O:15][C:16](=[O:18])[CH3:17])[C@@H:8]([CH2:19][O:20][C:21](=[O:23])[CH3:22])[O:7][C@H:6]1[N:24]=[N+]=[N-])(=[O:3])[CH3:2].CO>[Pd].C1COCC1>[C:1]([O:4][C@@H:5]1[C@@H:10]([O:11][C:12](=[O:14])[CH3:13])[C@@H:9]([O:15][C:16](=[O:18])[CH3:17])[C@@H:8]([CH2:19][O:20][C:21](=[O:23])[CH3:22])[O:7][C@H:6]1[NH2:24])(=[O:3])[CH3:2]. Reported procedure: Palladium catalyst (10% on carbon, 20.0 mg) was added in one portion to a solution of 2,3,4,6-tetra-O-acetyl-β-D-galacto-pyranosyl azide (6)(500 mg, 1.34 mmol) in abs. methanol (5 ml) under a hydrogen atmosphere. A small amount of abs. THF was added to dissolve the sugar. The solution was allowed to stir for 12 hours. The catalyst was subsequently filtered off, and the solvent evaporated. Purification by column chromatography gave (11) (400 mg, 86%).